The task is: describe an organic reaction: reactants, conditions, products, and yield. This data is from the Open Reaction Database (ORD), a public repository of structured organic reaction records. Reactants: NC1=CC=NN1CC (5-amino-1-ethylpyrazole), C(C)(=O)C(C(=O)OCC)=CC1=CC(=CC=C1)Cl (ethyl 2-acetyl-3-(3-chlorophenyl)acrylate). Conditions: temperature 130 celsius. The product is ClC=1C=C(C=CC1)C1C2=C(NC(=C1C(=O)OCC)C)N(N=C2)CC (ethyl 4-(3-chlorophenyl)-1-ethyl-6-methyl-4,7-dihydro-1H-pyrazolo[3,4-b]pyridine-5-carboxylate). Isolated yield 34.9%. As a reaction SMILES: [NH2:1][C:2]1[N:6]([CH2:7][CH3:8])[N:5]=[CH:4][CH:3]=1.[C:9]([C:12](=[CH:18][C:19]1[CH:24]=[CH:23][CH:22]=[C:21]([Cl:25])[CH:20]=1)[C:13]([O:15][CH2:16][CH3:17])=[O:14])(=O)[CH3:10]>>[Cl:25][C:21]1[CH:20]=[C:19]([CH:18]2[C:12]([C:13]([O:15][CH2:16][CH3:17])=[O:14])=[C:9]([CH3:10])[NH:1][C:2]3[N:6]([CH2:7][CH3:8])[N:5]=[CH:4][C:3]2=3)[CH:24]=[CH:23][CH:22]=1. Procedure: A mixture of 5-amino-1-ethylpyrazole (250 mg) and ethyl 2-acetyl-3-(3-chlorophenyl)acrylate (568 mg) was heated at 130° C. for 3 hours. After cooling, the residue was evaporated. The residue was diluted with CHCl3 and washed with saturated NaHCO3, water, dried over anhydrous MgSO4 and concentrated in vacuo. The residue was purified by flash column chromatography on silica gel eluting with a mixture of EtOAc and n-hexane (1:7)-to give ethyl 4-(3-chlorophenyl)-1-ethyl-6-methyl-4,7-dihydro-1H-pyraz... The reactants are BrC=1C=C2C(=NC1)OC1=CC=C(C=C1C21N=C(SC1)N(COCC[Si](C)(C)C)COCC[Si](C)(C)C)I (3-bromo-7-iodo-N,N-bis((2-(trimethylsilyl)ethoxy)methyl)-5′H-spiro[chromeno[2,3-b]pyridine-5,4′-thiazol]-2′-amine), N1=CC(=CC=C1)B(O)O (pyridin-3-ylboronic acid), C([O-])([O-])=O.[K+].[K+] (potassium carbonate). Reagents/catalysts: C=1C=CC(=CC1)[P](C=2C=CC=CC2)(C=3C=CC=CC3)[Pd]([P](C=4C=CC=CC4)(C=5C=CC=CC5)C=6C=CC=CC6)([P](C=7C=CC=CC7)(C=8C=CC=CC8)C=9C=CC=CC9)[P](C=1C=CC=CC1)(C=1C=CC=CC1)C=1C=CC=CC1 (tetrakis(triphenylphosphine)palladium(0)). Conditions: temperature 80 celsius. Product: BrC=1C=C2C(=NC1)OC1=CC=C(C=C1C21N=C(SC1)N(COCC[Si](C)(C)C)COCC[Si](C)(C)C)C=1C=NC=CC1 (3-bromo-7-(pyridin-3-yl)-N,N-bis((2-(trimethylsilyl)ethoxy)methyl)-5′H-spiro[chromeno[2,3-b]pyridine-5,4′-thiazol]-2′-amine). Reaction SMILES: [Br:1][C:2]1[CH:3]=[C:4]2[C:15]3([CH2:19][S:18][C:17]([N:20]([CH2:29][O:30][CH2:31][CH2:32][Si:33]([CH3:36])([CH3:35])[CH3:34])[CH2:21][O:22][CH2:23][CH2:24][Si:25]([CH3:28])([CH3:27])[CH3:26])=[N:16]3)[C:14]3[C:9](=[CH:10][CH:11]=[C:12](I)[CH:13]=3)[O:8][C:5]2=[N:6][CH:7]=1.[N:38]1[CH:43]=[CH:42][CH:41]=[C:40](B(O)O)[CH:39]=1.C(=O)([O-])[O-].[K+].[K+]>C1C=CC([P]([Pd]([P](C2C=CC=CC=2)(C2C=CC=CC=2)C2C=CC=CC=2)([P](C2C=CC=CC=2)(C2C=CC=CC=2)C2C=CC=CC=2)[P](C2C=CC=CC=2)(C2C=CC=CC=2)C2C=CC=CC=2)(C2C=CC=CC=2)C2C=CC=CC=2)=CC=1>[Br:1][C:2]1[CH:3]=[C:4]2[C:15]3([CH2:19][S:18][C:17]([N:20]([CH2:29][O:30][CH2:31][CH2:32][Si:33]([CH3:36])([CH3:35])[CH3:34])[CH2:21][O:22][CH2:23][CH2:24][Si:25]([CH3:28])([CH3:27])[CH3:26])=[N:16]3)[C:14]3[C:9](=[CH:10][CH:11]=[C:12]([C:40]4[CH:39]=[N:38][CH:43]=[CH:42][CH:41]=4)[CH:13]=3)[O:8][C:5]2=[N:6][CH:7]=1 |f:2.3.4,^1:56,58,77,96|. Procedure: A vial was charged with 3-bromo-7-iodo-N,N-bis((2-(trimethylsilyl)ethoxy)methyl)-5′H-spiro[chromeno[2,3-b]pyridine-5,4′-thiazol]-2′-amine (0.114 g, 0.155 mmol), pyridin-3-ylboronic acid (0.029 g, 0.233 mmol), potassium carbonate (0.107 g, 0.776 mmol), and tetrakis(triphenylphosphine)palladium(0) (0.018 g, 0.016 mmol). The vial was flushed with Ar (g), then dioxane (1.035 mL) and water (0.517 mL) were added in sequence. The vial was sealed and heated at 80° C. for 2 hrs. After cooling to RT the r... Starting materials: COC1=CC=C(CCl)C=C1 (p-methoxybenzylchloride), ice water, dipotassium, OC(C(=O)O)C1=CC=C(C=C1)C(=O)O (α-hydroxy-4-carboxyphenylacetic acid). Run in CS(=O)C (dimethylsulfoxide), C1=CC=CC=C1 (benzene). Run at time 8 hour. Yields the product OC(C(=O)O)C1=CC=C(C=C1)C(=O)OCC1=CC=C(C=C1)OC (α-hydroxy-4-(p-methoxybenzyloxycarbonyl) phenylacetic acid). RXN SMILES: [OH:1][CH:2]([C:6]1[CH:11]=[CH:10][C:9]([C:12]([OH:14])=[O:13])=[CH:8][CH:7]=1)[C:3]([OH:5])=[O:4].[CH3:15][O:16][C:17]1[CH:24]=[CH:23][C:20]([CH2:21]Cl)=[CH:19][CH:18]=1>CS(C)=O.C1C=CC=CC=1>[OH:1][CH:2]([C:6]1[CH:11]=[CH:10][C:9]([C:12]([O:14][CH2:21][C:20]2[CH:23]=[CH:24][C:17]([O:16][CH3:15])=[CH:18][CH:19]=2)=[O:13])=[CH:8][CH:7]=1)[C:3]([OH:5])=[O:4]. Procedure details: To a suspension of 4.9 g of the dipotassium salt of DL-α-hydroxy-4-carboxyphenylacetic acid (mp 201° ~ 203° C) in 40 ml of dimethylsulfoxide were added 6.2 g p-methoxybenzylchloride and stirred overnight at ambient temperature. 50 ml of ice-water were added to the reaction mixture, adjusted to pH 7.5 and extracted several times with ethyl acetate. The combined ethyl acetate layers were washed with water, dried over anhydrous magnesium sulfate and evaporated in vacuo. The oily residue was dissolv... Reactants: [H-].[Na+] (Sodium hydride), CC1COCCC(N1)=O (3-methyl-1,4-oxazepan-5-one), C(C1=CC=CC=C1)Br (Benzyl bromide). The solvent is CN(C)C=O (DMF). Conditions: temperature 23 celsius, time 20 minute. Product: C(C1=CC=CC=C1)N1C(COCCC1=O)C (4-benzyl-3-methyl-1,4-oxazepan-5-one). As a reaction SMILES: [H-].[Na+].[CH3:3][CH:4]1[NH:10][C:9](=[O:11])[CH2:8][CH2:7][O:6][CH2:5]1.[CH2:12](Br)[C:13]1[CH:18]=[CH:17][CH:16]=[CH:15][CH:14]=1>CN(C=O)C>[CH2:12]([N:10]1[C:9](=[O:11])[CH2:8][CH2:7][O:6][CH2:5][CH:4]1[CH3:3])[C:13]1[CH:18]=[CH:17][CH:16]=[CH:15][CH:14]=1 |f:0.1|. Procedure details: Sodium hydride (95%, 553 mg, 21.9 mmol, 1.15 equiv) was added to a solution of 3-methyl-1,4-oxazepan-5-one (4-2, 2.46 g, 19.0 mmol, 1 equiv) in DMF (40 mL) at 0° C. and the resulting mixture was stirred for 20 min. Benzyl bromide (2.49 mL, 20.9 mmol, 1.10 equiv) was added and the mixture was warmed to 23° C. and stirred for 20 h. The reaction mixture was partitioned between brine (100 mL) and ethyl acetate (2×100 mL), and the combined organic layers were dried over sodium sulfate and concentrate... The reactants are C1(=CC=CC=C1)CCCCCCCCC1=C(C=O)C=CC=C1 (2-(8-phenyloctyl)benzaldehyde), C(C)(C)(C)N (t-butylamine). The solvent is C1(=CC=CC=C1)C (toluene). The product is C1(=CC=CC=C1)CCCCCCCCC1=C(C=CC=C1)C=NC(C)(C)C (N-[(2-(8-phenyloctyl)phenyl)-methylene]-1,1-dimethylethanamine). Yield: 93.4%. As a reaction SMILES: [C:1]1([CH2:7][CH2:8][CH2:9][CH2:10][CH2:11][CH2:12][CH2:13][CH2:14][C:15]2[CH:22]=[CH:21][CH:20]=[CH:19][C:16]=2[CH:17]=O)[CH:6]=[CH:5][CH:4]=[CH:3][CH:2]=1.[C:23]([NH2:27])([CH3:26])([CH3:25])[CH3:24]>C1(C)C=CC=CC=1>[C:1]1([CH2:7][CH2:8][CH2:9][CH2:10][CH2:11][CH2:12][CH2:13][CH2:14][C:15]2[CH:22]=[CH:21][CH:20]=[CH:19][C:16]=2[CH:17]=[N:27][C:23]([CH3:26])([CH3:25])[CH3:24])[CH:6]=[CH:5][CH:4]=[CH:3][CH:2]=1. Procedure: A stirred solution of 2-(8-phenyloctyl)benzaldehyde (10 g, 0.034 mol), and t-butylamine (4.96 g, 0.068 mol) in toluene (100 mL) was refluxed under standard Dean-Stark conditions for 16 h. The solution was evaporated to an oil which was vacuum distilled (bp 260° C., 0.15 mm Hg) to afford the titled product (11.1 g, 94%): GC RT 19.8 min (DB-1, 30 m×0.53 mm, program, 100° C. for 5 min, 100°-260° C. at 15° C./min, hold at 260° C. for 12 min.); 1H NMR (CDCl3, 400 MHz) δ 8.58 (s, 1H), 7.86 (d, J=7.5 H... Reactants: COc1ccc(C(=O)c2c(Cl)cccc2Cl)c(C)c1, O, O=[N+]([O-])O. The product is COc1cc(C)c(C(=O)c2c(Cl)cccc2Cl)cc1[N+](=O)[O-]. Reaction SMILES: [Cl:1][c:2]1[c:3]([C:4](=[O:5])[c:6]2[c:7]([CH3:14])[cH:8][c:9]([O:12][CH3:13])[cH:10][cH:11]2)[c:15]([Cl:19])[cH:16][cH:17][cH:18]1.[OH2:24].[OH:20][N+:21]([O-:22])=[O:23]>>[Cl:1][c:2]1[c:3]([C:4](=[O:5])[c:6]2[c:7]([CH3:14])[cH:8][c:9]([O:12][CH3:13])[c:10]([N+:21](=[O:20])[O-:22])[cH:11]2)[c:15]([Cl:19])[cH:16][cH:17][cH:18]1. The reactants are OC=1C=C2CCNC2=C(C1C)C (5-hydroxy-6,7-dimethyl-indoline), ClC1=NC=NC2=CC(=C(C=C12)OC)OC (4-chloro-6,7-dimethoxy-quinazoline), Cl (HCl). Solvent: CN1C(CCC1)=O (N-methyl-pyrrolidinone). Yields the product Cl.COC=1C=C2C(=NC=NC2=CC1OC)N1CCC2=CC(=C(C(=C12)C)C)O (1-(6,7-Dimethoxy-quinazolin-4-yl)-6,7-dimethyl-2,3-dihydro-1H-indol-5-ol hydrochloride salt). Yield: 40.0%. As a reaction SMILES: Cl.[OH:2][C:3]1[CH:4]=[C:5]2[C:9](=[C:10]([CH3:13])[C:11]=1[CH3:12])[NH:8][CH2:7][CH2:6]2.[Cl:14][C:15]1[C:24]2[C:19](=[CH:20][C:21]([O:27][CH3:28])=[C:22]([O:25][CH3:26])[CH:23]=2)[N:18]=[CH:17][N:16]=1>CN1CCCC1=O>[ClH:14].[CH3:26][O:25][C:22]1[CH:23]=[C:24]2[C:19](=[CH:20][C:21]=1[O:27][CH3:28])[N:18]=[CH:17][N:16]=[C:15]2[N:8]1[C:9]2[C:5](=[CH:4][C:3]([OH:2])=[C:11]([CH3:12])[C:10]=2[CH3:13])[CH2:6][CH2:7]1 |f:4.5|. Reported procedure: Utilizing a procedure analogous to that described in Example 47 this product (with conversion to the HCl salt as outlined for Example 2) was prepared in 40% yield from 5-hydroxy-6,7-dimethyl-indoline (1.1 eq.), and 4-chloro-6,7-dimethoxy-quinazoline (1.0 eq) in N-methyl-pyrrolidinone. (M.P. 207°-209° C. (dec); LC-MS: 352 (MH+); anal. RP18-HPLC RT: 3.48 min.).